The task is: describe an organic reaction: reactants, conditions, products, and yield. This data is from the Open Reaction Database (ORD), a public repository of structured organic reaction records. The reactants are NC(C)CC (2-aminobutane), P(=S)(Cl)(Cl)Cl (thiophosphoryl chloride). Product: C(C)(CC)NP(=S)(Cl)Cl (N-(sec-Butyl)thiophosphoramidic Dichloride). RXN SMILES: [NH2:1][CH:2]([CH2:4][CH3:5])[CH3:3].[P:6](Cl)([Cl:9])([Cl:8])=[S:7]>CCOCC>[CH:2]([NH:1][P:6]([Cl:9])([Cl:8])=[S:7])([CH2:4][CH3:5])[CH3:3]. Isolated yield 34.9%. Procedure details: A solution of 2-aminobutane (45 mL, 0.449 mol) in 45 mL of anhydrous ether was added dropwise to a solution of 93 mL (0.915 mol) of thiophosphoryl chloride in 200 mL of anhydrous ether at 0° C. under an argon atmosphere. The resultant slurry was stirred while slowly warmed to room temperature. After filtering to remove sec-butylamine hydrochloride (40.6 g), the filtrate was concentrated at reduced pressure to provide 32.3 g (69.7%) of a yellow oil. Run in CCOCC (ether), CCOCC (ether). The reactants are C1(=CC=CC=C1)CN1CCC(CC1)=O (1-(phenylmethyl)-4-piperidinone), 80, C[O-].[Na+] (sodium methoxide), S1C(=CC=C1)CC#N (2-thiopheneacetonitrile). Solvent: CO (methanol). Conditions: time 1 hour. Product: C1(=CC=CC=C1)CN1CCC(CC1)=C(C#N)C=1SC=CC1 (α-[1-(phenylmethyl)-4-piperidinylidene]-2-thiopheneacetonitrile). Reaction SMILES: C[O-].[Na+].[S:4]1[CH:8]=[CH:7][CH:6]=[C:5]1[CH2:9][C:10]#[N:11].[C:12]1([CH2:18][N:19]2[CH2:24][CH2:23][C:22](=O)[CH2:21][CH2:20]2)[CH:17]=[CH:16][CH:15]=[CH:14][CH:13]=1>CO>[C:12]1([CH2:18][N:19]2[CH2:24][CH2:23][C:22](=[C:9]([C:5]3[S:4][CH:8]=[CH:7][CH:6]=3)[C:10]#[N:11])[CH2:21][CH2:20]2)[CH:17]=[CH:16][CH:15]=[CH:14][CH:13]=1 |f:0.1|. Procedure: To a stirred mixture of 80 parts of sodium methoxide and 160 parts of methanol are added successively 50 parts of 2-thiopheneacetonitrile and then dropwise 66 parts of 1-(phenylmethyl)-4-piperidinone. Upon completion, the whole is heated to reflux and stirring at reflux temperature is continued for one hour. The reaction mixture is cooled and evaporated. The residue is distilled in a molecular distillation-apparatus, yielding about 70 parts of α-[1-(phenylmethyl)-4-piperidinylidene]-2-thiophenea... The reactants are C([O-])([O-])=O.[K+].[K+] (potassium carbonate), Cl (hydrochloric acid), C(CC)OC1=CC=C(C=C1)C=1C=CC2=C(C=C(CCS2(=O)=O)C(=O)OCC)C1 (Ethyl 7-(4-propoxyphenyl)-1,1-dioxo-2,3-dihydro-1-benzothiepine-4-carboxlate), Cl (hydrochloric acid). The solvent is O (water), O1CCCC1 (tetrahydrofuran), CO (methanol). Conditions: time 1 hour. The product is C(CC)OC1=CC=C(C=C1)C=1C=CC2=C(C=C(CCS2(=O)=O)C(=O)O)C1 (7-(4-propoxyphenyl)-1,1-dioxo-2,3-dihydro-1-benzothiepine-4-carboxylic acid). Isolated yield 95.9%. As a reaction SMILES: [CH2:1]([O:4][C:5]1[CH:10]=[CH:9][C:8]([C:11]2[CH:12]=[CH:13][C:14]3[S:20](=[O:22])(=[O:21])[CH2:19][CH2:18][C:17]([C:23]([O:25]CC)=[O:24])=[CH:16][C:15]=3[CH:28]=2)=[CH:7][CH:6]=1)[CH2:2][CH3:3].C(=O)([O-])[O-].[K+].[K+].Cl>O1CCCC1.CO.O>[CH2:1]([O:4][C:5]1[CH:10]=[CH:9][C:8]([C:11]2[CH:12]=[CH:13][C:14]3[S:20](=[O:21])(=[O:22])[CH2:19][CH2:18][C:17]([C:23]([OH:25])=[O:24])=[CH:16][C:15]=3[CH:28]=2)=[CH:7][CH:6]=1)[CH2:2][CH3:3] |f:1.2.3|. Reported procedure: Ethyl 7-(4-propoxyphenyl)-1,1-dioxo-2,3-dihydro-1-benzothiepine-4-carboxlate (495 g, 1.24 mol) was dissolved in 4.95 L of tetrahydrofuran and 2.48 L of methanol. Crystals were formed by adding a potassium carbonate (342 g, 2.47 mol) solution in 4.2 L of water and the mixture was heated under reflux for 6.5 hours. Under reflux, 1.85 L of a 3N hydrochloric acid was dropped to form crystals. After cooling, 84 ml of a 6N hydrochloric acid was added at room temperature (pH 2-3) and stirred for 1 hour... Starting materials: BrCc1ccccc1Br, C[O-], CCO, [Na+], Cc1cc(=O)n2cccc(O)c2n1. The product is Cc1cc(=O)n2cccc(OCc3ccccc3Br)c2n1. RXN SMILES: [Br:17][c:18]1[c:19]([CH2:20][Br:21])[cH:22][cH:23][cH:24][cH:25]1.[CH3:14][O-:15].[CH3:26][CH2:27][OH:28].[Na+:16].[OH:1][c:2]1[cH:3][cH:4][cH:5][n:6]2[c:7]1[n:8][c:9]([CH3:13])[cH:10][c:11]2=[O:12]>>[O:1]([c:2]1[cH:3][cH:4][cH:5][n:6]2[c:7]1[n:8][c:9]([CH3:13])[cH:10][c:11]2=[O:12])[CH2:20][c:19]1[c:18]([Br:17])[cH:25][cH:24][cH:23][cH:22]1. Starting materials: Cc1ccccc1, C1CCC2=NCCCN2CC1, CCOC(=O)c1ccc(C(C)O)s1, [N-]=[N+]=NP(=O)(c1ccccc1)c1ccccc1. Yields the product CCOC(=O)c1ccc(C(C)N=[N+]=[N-])s1. Reaction SMILES: [CH3:42][c:43]1[cH:44][cH:45][cH:46][cH:47][cH:48]1.[N:31]12[CH2:32][CH2:33][CH2:34][N:35]=[C:36]1[CH2:37][CH2:38][CH2:39][CH2:40][CH2:41]2.[OH:1][CH:2]([CH3:3])[c:4]1[cH:5][cH:6][c:7]([C:9](=[O:10])[O:11][CH2:12][CH3:13])[s:8]1.[c:14]1([P:15]([c:16]2[cH:17][cH:18][cH:19][cH:20][cH:21]2)(=[O:22])[N:28]=[N+:29]=[N-:30])[cH:23][cH:24][cH:25][cH:26][cH:27]1>>[CH:2]([CH3:3])([c:4]1[cH:5][cH:6][c:7]([C:9](=[O:10])[O:11][CH2:12][CH3:13])[s:8]1)[N:28]=[N+:29]=[N-:30]. Reactants: O=C(N=C=S)c1ccccc1, CC(C)=O, Cc1ccnc(N)c1. The product is Cc1ccnc(NC(=S)NC(=O)c2ccccc2)c1. RXN SMILES: [C:9]([c:10]1[cH:11][cH:12][cH:13][cH:14][cH:15]1)(=[O:16])[N:17]=[C:18]=[S:19].[CH3:20][C:21](=[O:22])[CH3:23].[NH2:1][c:2]1[n:3][cH:4][cH:5][c:6]([CH3:8])[cH:7]1>>[NH:1]([c:2]1[n:3][cH:4][cH:5][c:6]([CH3:8])[cH:7]1)[C:18]([NH:17][C:9]([c:10]1[cH:11][cH:12][cH:13][cH:14][cH:15]1)=[O:16])=[S:19]. Starting materials: BrC1=CC=CC(=N1)C(=O)N1C[C@H](OCC1)C ((2R)-4-[(6-bromopyridin-2-yl)carbonyl]-2-methylmorpholine), NC=1SC(=CC1C(=O)N)C1=C(C=C(C=C1)C(C)(C)O)F (2-amino-5-[2-fluoro-4-(1-hydroxy-1-methylethyl)phenyl]thiophene-3-carboxamide). Product: FC1=C(C=CC(=C1)C(C)(C)O)C1=CC(=C(S1)NC1=NC(=CC=C1)C(=O)N1C[C@H](OCC1)C)C(=O)N (5-[2-Fluoro-4-(1-hydroxy-1-methylethyl)phenyl]-2-[(6-{[(2R)-2-methylmorpholin-4-yl]carbonyl}pyridin-2-yl)amino]thiophene-3-carboxamide). Reaction SMILES: Br[C:2]1[N:7]=[C:6]([C:8]([N:10]2[CH2:15][CH2:14][O:13][C@H:12]([CH3:16])[CH2:11]2)=[O:9])[CH:5]=[CH:4][CH:3]=1.[NH2:17][C:18]1[S:19][C:20]([C:26]2[CH:31]=[CH:30][C:29]([C:32]([OH:35])([CH3:34])[CH3:33])=[CH:28][C:27]=2[F:36])=[CH:21][C:22]=1[C:23]([NH2:25])=[O:24]>>[F:36][C:27]1[CH:28]=[C:29]([C:32]([OH:35])([CH3:33])[CH3:34])[CH:30]=[CH:31][C:26]=1[C:20]1[S:19][C:18]([NH:17][C:2]2[CH:3]=[CH:4][CH:5]=[C:6]([C:8]([N:10]3[CH2:15][CH2:14][O:13][C@H:12]([CH3:16])[CH2:11]3)=[O:9])[N:7]=2)=[C:22]([C:23]([NH2:25])=[O:24])[CH:21]=1. Procedure details: The title compound was prepared as described Example 1 using (2R)-4-[(6-bromopyridin-2-yl)carbonyl]-2-methylmorpholine (133 mg, 0.47 mmol) and 2-amino-5-[2-fluoro-4-(1-hydroxy-1-methylethyl)phenyl]thiophene-3-carboxamide (137 mg, 0.47 mmol) as starting materials Reactants: BrC=1SC(=NN1)C1=CC=CC=C1 (2-bromo 5-phenyl-1,3,4-thiadiazole), C(C)N(C#CC(C)N)CC (4-diethylamino butyn-2-yl amine), C(C)O (ethanol). The product is O.C(C)N(C#CC(C)NC=1SC(=NN1)C1=CC=CC=C1)CC (2-[(4-diethylamino butyn-2-yl) amino]-5-phenyl-1,3,4-thiadiazole hydrate). RXN SMILES: Br[C:2]1[S:3][C:4]([C:7]2[CH:12]=[CH:11][CH:10]=[CH:9][CH:8]=2)=[N:5][N:6]=1.[CH2:13]([N:15]([CH2:21][CH3:22])[C:16]#[C:17][CH:18]([NH2:20])[CH3:19])[CH3:14].C([OH:25])C>>[OH2:25].[CH2:13]([N:15]([CH2:21][CH3:22])[C:16]#[C:17][CH:18]([NH:20][C:2]1[S:3][C:4]([C:7]2[CH:12]=[CH:11][CH:10]=[CH:9][CH:8]=2)=[N:5][N:6]=1)[CH3:19])[CH3:14] |f:3.4|. Procedure: 4 g of 2-bromo 5-phenyl-1,3,4-thiadiazole prepared as indicated in Tetrahedron, 1968, 24, 3214 was mixed with 6.98 g of 4-diethylamino butyn-2-yl amine prepared as indicated in Eur. J. Med. Chem. Chim. Ther., 1982, 17, 85-88. The mixture was reflux-heated in 100 ml of ethanol for 48 hours. The ethanol was concentrated in vacuo, and the residue was dissolved in a 4 N soda solution. It was extracted with ethyl acetate, then the organic phase was washed with water, dried on sodium sulphate and the ... Reactants: O1C(OCC1)CCN1C(C=CC=2C1=NC(=CN2)OC)=O (5-[2-(1,3-Dioxolan-2-yl)ethyl]-3-methoxypyrido[2,3-b]pyrazin-6(5H)-one), Cl (hydrochloric acid). Run in O1CCCC1 (tetrahydrofuran). Conditions: temperature 50 celsius, time 4 hour. Yields the product COC1=CN=C2C(=N1)N(C(C=C2)=O)CCC=O (3-(3-Methoxy-6-oxopyrido[2,3-b]pyrazin-5(6H)-yl)propanal). Yield: 87.6%. As a reaction SMILES: [O:1]1CCO[CH:2]1[CH2:6][CH2:7][N:8]1[C:13]2=[N:14][C:15]([O:18][CH3:19])=[CH:16][N:17]=[C:12]2[CH:11]=[CH:10][C:9]1=[O:20].Cl>O1CCCC1>[CH3:19][O:18][C:15]1[N:14]=[C:13]2[N:8]([CH2:7][CH2:6][CH:2]=[O:1])[C:9](=[O:20])[CH:10]=[CH:11][C:12]2=[N:17][CH:16]=1. Reported procedure: 5-[2-(1,3-Dioxolan-2-yl)ethyl]-3-methoxypyrido[2,3-b]pyrazin-6(5H)-one (397 mg, 1.43 mmol) was dissolved in tetrahydrofuran (15 ml). To the solution was added a 1N hydrochloric acid aqueous solution (5 ml) under cooling on ice and the mixture was stirred at room temperature for two and a half hours and at 50° C. for 4 hours. After cooling in the air, the solvent was removed under reduced pressure and the residue was alkalized by adding saturated sodium bicarbonate water under cooling on ice. The... The reactants are ClC=1N=C(C(=NC1CC)C(=O)N)NC1=CC=C(C=C1)N1CCN(CC1)C (5-chloro-6-ethyl-3-{[4-(4-methylpiperazin-1-yl)phenyl]amino}pyrazine-2-carboxamide), C1(=CC(=CC=C1)N)N (1,3-phenylenediamine). Solvent: CN1C(CCC1)=O (N-methylpyrrolidone). Yields the product NC=1C=C(C=CC1)NC=1N=C(C(=NC1CC)C(=O)N)NC1=CC=C(C=C1)N1CCN(CC1)C (5-[(3-aminophenyl)amino]-6-ethyl-3-{[4-(4-methylpiperazin-1-yl)phenyl]amino}pyrazine-2-carboxamide). Yield: 50.4%. RXN SMILES: Cl[C:2]1[N:3]=[C:4]([NH:13][C:14]2[CH:19]=[CH:18][C:17]([N:20]3[CH2:25][CH2:24][N:23]([CH3:26])[CH2:22][CH2:21]3)=[CH:16][CH:15]=2)[C:5]([C:10]([NH2:12])=[O:11])=[N:6][C:7]=1[CH2:8][CH3:9].[C:27]1([NH2:34])[CH:32]=[CH:31][CH:30]=[C:29]([NH2:33])[CH:28]=1>CN1CCCC1=O>[NH2:33][C:29]1[CH:28]=[C:27]([NH:34][C:2]2[N:3]=[C:4]([NH:13][C:14]3[CH:19]=[CH:18][C:17]([N:20]4[CH2:25][CH2:24][N:23]([CH3:26])[CH2:22][CH2:21]4)=[CH:16][CH:15]=3)[C:5]([C:10]([NH2:12])=[O:11])=[N:6][C:7]=2[CH2:8][CH3:9])[CH:32]=[CH:31][CH:30]=1. Procedure details: A mixture of 5-chloro-6-ethyl-3-{[4-(4-methylpiperazin-1-yl)phenyl]amino}pyrazine-2-carboxamide (200 mg), 1,3-phenylenediamine (288 mg), and N-methylpyrrolidone (0.8 mL) was reacted in a microwave device at 200° C. for 30 minutes. The mixture was subjected to liquid separation by the addition of ethyl acetate and a saturated aqueous sodium hydrogen carbonate solution were added thereto for extraction. The organic phase was washed with saturated brine and dried over anhydrous magnesium sulfate, a...